From a dataset of the Open Reaction Database (ORD), a public repository of structured organic reaction records. describe an organic reaction: reactants, conditions, products, and yield Starting materials: C[C@@]12C=CC[C@H]1[C@@H]1CC(C=3C=C(C=CC3[C@H]1CC2)CC(=O)[O-])=O (estra-1,3,5(10),16-tetraen-6-one-3-yl-acetate), C1CCOC1 (THF), [H-].[Al+3].[Li+].[H-].[H-].[H-] (lithium aluminum hydride), C1CCOC1 (THF), [H-].[Al+3].[Li+].[H-].[H-].[H-] (LAH). The product is C[C@@]12C=CC[C@H]1[C@@H]1CC(C=3C=C(C=CC3[C@H]1CC2)O)O (Estra-1,3,5(10),16-tetraene-3,6-diol). The yield is 10.0%. RXN SMILES: [H-].[Al+3].[Li+].[H-].[H-].[H-].[CH3:7][C@:8]12[CH2:24][CH2:23][C@H:22]3[C@@H:13]([CH2:14][C:15](=[O:29])[C:16]4[CH:17]=[C:18](CC([O-])=O)[CH:19]=[CH:20][C:21]=43)[C@@H:12]1[CH2:11][CH:10]=[CH:9]2.C1C[O:33]CC1>>[CH3:7][C@:8]12[CH2:24][CH2:23][C@H:22]3[C@@H:13]([CH2:14][CH:15]([OH:29])[C:16]4[CH:17]=[C:18]([OH:33])[CH:19]=[CH:20][C:21]=43)[C@@H:12]1[CH2:11][CH:10]=[CH:9]2 |f:0.1.2.3.4.5|. Procedure: To a suspension of lithium aluminum hydride (LAH, 95%, 46.9 mg, 1.17 mmol) in 5 mL of anhydrous THF was added estra-1,3,5(10),16-tetraen-6-one-3-yl-acetate (6) (422.9 mg, 1.360 mmol) in 5 mL of anhydrous THF dropwise, with stirring. The reaction was stirred 50 min., after which further LAH (46.5 mg, 1.16 mmol) was added and the reaction stirred 22 h. After refluxing 4 h TLC still showed starting material. The reaction was quenched with 0.5 mL of water+0.5 mL of 20% (w/w) sulfuric acid and concen... Product: CC1=C(O[C@H]2[C@@H](CN(C2)CC2=CC=CC=C2)O)C=CC=C1C (Trans-4-(2,3-dimethylphenoxy)-1-phenylmethyl-3-pyrrolidinol). The reagents and catalysts are Cl (hydrochloric acid). Procedure details: A mixture of 17.5 g. (0.10 mole) of 1-benzyl-3,4-epoxypyrrolidine, 18.3 g. (0.15 mole) of 2,3-dimethylphenol and 2 drops of concentrated hydrochloric acid was heated at 120° C. under a nitrogen atmosphere overnight. The reaction mixture was dissolved in methylene chloride and washed with four 100-ml portions of 5% sodium hydroxide and once with water. The methylene chloride layer was dried over anhydrous sodium sulfate-potassium hydroxide and concentrated to give 28.6 g. of dark oil as residue. ... As a reaction SMILES: [CH2:1]([N:8]1[CH2:12][CH:11]2[O:13][CH:10]2[CH2:9]1)[C:2]1[CH:7]=[CH:6][CH:5]=[CH:4][CH:3]=1.[CH3:14][C:15]1[C:20]([CH3:21])=[CH:19][CH:18]=[CH:17][C:16]=1[OH:22]>Cl.C(Cl)Cl>[CH3:14][C:15]1[C:20]([CH3:21])=[CH:19][CH:18]=[CH:17][C:16]=1[O:22][C@@H:11]1[CH2:12][N:8]([CH2:1][C:2]2[CH:3]=[CH:4][CH:5]=[CH:6][CH:7]=2)[CH2:9][C@H:10]1[OH:13]. The reactants are C(C1=CC=CC=C1)N1CC2C(C1)O2 (1-benzyl-3,4-epoxypyrrolidine), CC1=C(C=CC=C1C)O (2,3-dimethylphenol), white solid. Run in C(Cl)Cl (methylene chloride). The reactants are [OH-].[Na+] (sodium hydroxide), C(#N)C1=NC=CC(=C1)CO[Si](C)(C)C(C)(C)C (2-cyano-4[{(tert-butyldimethylsilyl)oxy}methyl]pyridine), O (water), Cl (HCl). Run in CCO (EtOH). The product is Cl.OCC1=CC(=NC=C1)C(=O)O (4-(hydroxymethyl)pyridine-2-carboxylic acid hydrochloride). As a reaction SMILES: [OH-:1].[Na+].[C:3]([C:5]1[CH:10]=[C:9]([CH2:11][O:12][Si](C(C)(C)C)(C)C)[CH:8]=[CH:7][N:6]=1)#N.[ClH:20].[OH2:21]>CCO>[ClH:20].[OH:12][CH2:11][C:9]1[CH:8]=[CH:7][N:6]=[C:5]([C:3]([OH:21])=[O:1])[CH:10]=1 |f:0.1,6.7|. Procedure: Solid sodium hydroxide (22.2 g, 0.554 mol) is added to a stirred solution of 2-cyano-4[{(tert-butyldimethylsilyl)oxy}methyl]pyridine in 300 mL EtOH and 50 mL water. The reaction mixture is then heated at reflux for 15 h. After cooling to room temperature, the solution is adjusted to pH 1-2 by addition of 6N HCl, then the mixture is concentrated to dryness in vacuo. The solid residue is washed with ethanol, then dried in vacuo to give crude 4-(hydroxymethyl)pyridine-2-carboxylic acid hydrochlorid... Reactants: N1CCC(C(=O)O)CC1 (Isonipecotic acid), CO (MeOH). Run at time 10 minute. Product: COC(C1CCNCC1)=O (Isonipecotic acid methvl ester). Reaction SMILES: [NH:1]1[CH2:9][CH2:8][CH:4]([C:5]([OH:7])=[O:6])[CH2:3][CH2:2]1.[CH3:10]O>>[CH3:10][O:6][C:5](=[O:7])[CH:4]1[CH2:8][CH2:9][NH:1][CH2:2][CH2:3]1. Reported procedure: Isonipecotic acid 2-3a (25 g, 0.19 mol; Aldrich) was suspended in MeOH (300 mL) at room temperature and HCl gas was bubbled through until saturated and a clear solution was obtained. After a further 10 minutes, the solvent was removed in vacuo to provide 2-3b as a solid (HCl salt). Reactants: N[C@@H]1[C@@H](CCCC1)NC(C1=C(C=C(C=C1C(F)(F)F)C(F)(F)F)OC)=O (cis-N-(2-Amino-cyclohexyl)-2-methoxy-4,6-bis-trifluoromethyl-benzamide), N[C@@H]1[C@@H](CCCC1)NC(C1=C(C=C(C=C1C(F)(F)F)C(F)(F)F)OC)=O (cis-N-(2-Amino-cyclohexyl)-2-methoxy-4,6-bis-trifluoromethyl-benzamide), CC(=O)C (acetone). Reaction SMILES: [NH2:1][C@H:2]1[CH2:7][CH2:6][CH2:5][CH2:4][C@H:3]1[NH:8][C:9](=[O:26])[C:10]1[C:15]([C:16]([F:19])([F:18])[F:17])=[CH:14][C:13]([C:20]([F:23])([F:22])[F:21])=[CH:12][C:11]=1[O:24][CH3:25].[CH3:27][C:28]([CH3:30])=O>>[CH:28]([NH:1][CH:2]1[CH2:7][CH2:6][CH2:5][CH2:4][CH:3]1[NH:8][C:9](=[O:26])[C:10]1[C:15]([C:16]([F:19])([F:18])[F:17])=[CH:14][C:13]([C:20]([F:21])([F:22])[F:23])=[CH:12][C:11]=1[O:24][CH3:25])([CH3:30])[CH3:27]. The product is C(C)(C)NC1C(CCCC1)NC(C1=C(C=C(C=C1C(F)(F)F)C(F)(F)F)OC)=O (N-((1RS,2SR)-2-Isopropylamino-cyclohexyl)-2-methoxy-4,6-bis-trifluoromethyl-benzamide). Procedure: The title compound, off-white foam, MS: m/e=427.2 [(M+H)+], was prepared in accordance with the general method of example 11 from cis-N-(2-amino-cyclohexyl)-2-methoxy-4,6-bis-trifluoromethyl-benzamide (intermediate H) and acetone.